Dataset: the Open Reaction Database (ORD), a public repository of structured organic reaction records. Task: describe an organic reaction: reactants, conditions, products, and yield Starting materials: C(C)(C)(C)C1=NC=C(C(=N1)OCC)C=1N(C(C(N1)(C)C1=CC=C(C=C1)Cl)(C)C1=CC=C(C=C1)Cl)C(=O)Cl (rac-(4S*,5R*)-2-(2-tert-butyl-4-ethoxy-pyrimidin-5-yl)-4,5-bis-(4-chloro-phenyl)-4,5-dimethyl-4,5-dihydro-imidazole-1-carbonyl chloride), OCC1CN(CCC1)C1CCNCC1 (3-hydroxymethyl-[1,4′]bipiperidine). Yields the product C(C)(C)(C)C1=NC=C(C(=N1)OCC)C=1N(C(C(N1)(C)C1=CC=C(C=C1)Cl)(C)C1=CC=C(C=C1)Cl)C(=O)N1CCC(CC1)N1CC(CCC1)CO ([2-(2-tert-Butyl-4-ethoxy-pyrimidin-5-yl)-4,5-bis-(4-chloro-phenyl)-4,5-dimethyl-4,5-dihydro-imidazol-1-yl]-(3-hydroxymethyl-[1,4′]bipiperidinyl-1′-yl)-methanone). As a reaction SMILES: [C:1]([C:5]1[N:10]=[C:9]([O:11][CH2:12][CH3:13])[C:8]([C:14]2[N:15]([C:35](Cl)=[O:36])[C:16]([C:28]3[CH:33]=[CH:32][C:31]([Cl:34])=[CH:30][CH:29]=3)([CH3:27])[C:17]([C:20]3[CH:25]=[CH:24][C:23]([Cl:26])=[CH:22][CH:21]=3)([CH3:19])[N:18]=2)=[CH:7][N:6]=1)([CH3:4])([CH3:3])[CH3:2].[OH:38][CH2:39][CH:40]1[CH2:45][CH2:44][CH2:43][N:42]([CH:46]2[CH2:51][CH2:50][NH:49][CH2:48][CH2:47]2)[CH2:41]1>>[C:1]([C:5]1[N:10]=[C:9]([O:11][CH2:12][CH3:13])[C:8]([C:14]2[N:15]([C:35]([N:49]3[CH2:48][CH2:47][CH:46]([N:42]4[CH2:43][CH2:44][CH2:45][CH:40]([CH2:39][OH:38])[CH2:41]4)[CH2:51][CH2:50]3)=[O:36])[C:16]([C:28]3[CH:33]=[CH:32][C:31]([Cl:34])=[CH:30][CH:29]=3)([CH3:27])[C:17]([C:20]3[CH:25]=[CH:24][C:23]([Cl:26])=[CH:22][CH:21]=3)([CH3:19])[N:18]=2)=[CH:7][N:6]=1)([CH3:3])([CH3:4])[CH3:2]. Reported procedure: In a manner analogous to the method described in example 3, rac-(4S*,5R*)-2-(2-tert-butyl-4-ethoxy-pyrimidin-5-yl)-4,5-bis-(4-chloro-phenyl)-4,5-dimethyl-4,5-dihydro-imidazole-1-carbonyl chloride was reacted with 3-hydroxymethyl-[1,4′]bipiperidine (ChemBridge) to give the title compound as a racemic mixture. HR-MS (ES, m/z) calculated for C39H51N6O3Cl2 [(M+H)+] 721.3394, observed 721.3392. Reactants: FC(C1=CC=C(C=N1)C1=NC(NC(=C1)C(F)(F)F)=O)(F)F (4-(6-trifluoromethyl-pyridin-3-yl)-6-trifluoromethyl-1H-pyrimidin-2-one), O=P(Cl)(Cl)Cl (phosphoroxychloride). The product is ClC1=NC(=CC(=N1)C(F)(F)F)C=1C=NC(=CC1)C(F)(F)F (2-Chloro-4-trifluoromethyl-6-(6-trifluoromethyl-pyridin-3-yl)-pyrimidine), solid. Yield: 99.0%. Reaction SMILES: [F:1][C:2]([F:21])([F:20])[C:3]1[N:8]=[CH:7][C:6]([C:9]2[CH:14]=[C:13]([C:15]([F:18])([F:17])[F:16])[NH:12][C:11](=O)[N:10]=2)=[CH:5][CH:4]=1.O=P(Cl)(Cl)[Cl:24]>>[Cl:24][C:11]1[N:12]=[C:13]([C:15]([F:18])([F:17])[F:16])[CH:14]=[C:9]([C:6]2[CH:7]=[N:8][C:3]([C:2]([F:21])([F:20])[F:1])=[CH:4][CH:5]=2)[N:10]=1. Procedure details: The title compound was prepared from 4-(6-trifluoromethyl-pyridin-3-yl)-6-trifluoromethyl-1H-pyrimidin-2-one (6.87 g, 0.022 mol) and phosphoroxychloride (35 ml) according to the general procedure I. Obtained as a light brown solid (7.18 g, 99%). MS (ISP) 329.2 [(M+H)+]; mp 87° C. Starting materials: O=C(NCCc1ocnc1C(=O)O)OCc1ccccc1, CC(C)(C)O, ClC(Cl)Cl, O=P(Cl)(Cl)Cl, c1ccncc1. Yields the product CC(C)(C)OC(=O)c1ncoc1CCNC(=O)OCc1ccccc1. As a reaction SMILES: [C:1](=[O:2])([OH:3])[c:4]1[n:5][cH:6][o:7][c:8]1[CH2:9][CH2:10][NH:11][C:12](=[O:13])[O:14][CH2:15][c:16]1[cH:17][cH:18][cH:19][cH:20][cH:21]1.[C:28]([CH3:29])([CH3:30])([CH3:31])[OH:32].[CH:38]([Cl:39])([Cl:40])[Cl:41].[P:33]([Cl:34])([Cl:35])([Cl:36])=[O:37].[cH:22]1[cH:23][cH:24][n:25][cH:26][cH:27]1>>[C:1]([O:2][C:28]([CH3:29])([CH3:30])[CH3:31])(=[O:3])[c:4]1[n:5][cH:6][o:7][c:8]1[CH2:9][CH2:10][NH:11][C:12](=[O:13])[O:14][CH2:15][c:16]1[cH:17][cH:18][cH:19][cH:20][cH:21]1. Reactants: CC(C)(C)OC(=O)CN, CCN(C(C)C)C(C)C, CCOC(=O)C1=C(O)c2cc(Cl)ccc2C2(CCCC2)C1=O, Cl, C1COCCO1. Product: CC(C)(C)OC(=O)CNC(=O)C1=C(O)c2cc(Cl)ccc2C2(CCCC2)C1=O. Reaction SMILES: [C:24]([CH3:25])([CH3:26])([CH3:27])[O:28][C:29]([CH2:30][NH2:31])=[O:32].[CH:33]([N:34]([CH2:35][CH3:36])[CH:37]([CH3:38])[CH3:39])([CH3:40])[CH3:41].[Cl:1][c:2]1[cH:3][c:4]2[c:13]([cH:14][cH:15]1)[C:8]1([C:7](=[O:16])[C:6]([C:17](=[O:18])[O:19][CH2:20][CH3:21])=[C:5]2[OH:22])[CH2:9][CH2:10][CH2:11][CH2:12]1.[ClH:23].[O:42]1[CH2:43][CH2:44][O:45][CH2:46][CH2:47]1>>[Cl:1][c:2]1[cH:3][c:4]2[c:13]([cH:14][cH:15]1)[C:8]1([C:7](=[O:16])[C:6]([C:17](=[O:18])[NH:31][CH2:30][C:29]([O:28][C:24]([CH3:25])([CH3:26])[CH3:27])=[O:32])=[C:5]2[OH:22])[CH2:9][CH2:10][CH2:11][CH2:12]1. Starting materials: CC(=O)[O-], CC(=O)[O-], Cc1ccccc1, C=CCC(=[N+]=[N-])C(=O)OCC, CCCc1c(Cc2ccc(-c3ccccc3C#N)cc2)c(=O)n(C2CCC(O)CC2)c2ncnn12, [Rh+2]. Product: C=CCC(OC1CCC(n2c(=O)c(Cc3ccc(-c4ccccc4C#N)cc3)c(CCC)n3ncnc23)CC1)C(=O)OCC. RXN SMILES: [C:54]([O-:55])(=[O:56])[CH3:57].[C:59]([O-:60])(=[O:61])[CH3:62].[CH3:47][c:48]1[cH:49][cH:50][cH:51][cH:52][cH:53]1.[N+:36](=[N-:37])=[C:38]([C:39](=[O:40])[O:41][CH2:42][CH3:43])[CH2:44][CH:45]=[CH2:46].[OH:1][CH:2]1[CH2:3][CH2:4][CH:5]([n:8]2[c:9]3[n:10]([c:11]([CH2:30][CH2:31][CH3:32])[c:12]([CH2:15][c:16]4[cH:17][cH:18][c:19](-[c:22]5[c:23]([C:28]#[N:29])[cH:24][cH:25][cH:26][cH:27]5)[cH:20][cH:21]4)[c:13]2=[O:14])[n:33][cH:34][n:35]3)[CH2:6][CH2:7]1.[Rh+2:58]>>[O:1]([CH:2]1[CH2:3][CH2:4][CH:5]([n:8]2[c:9]3[n:10]([c:11]([CH2:30][CH2:31][CH3:32])[c:12]([CH2:15][c:16]4[cH:17][cH:18][c:19](-[c:22]5[c:23]([C:28]#[N:29])[cH:24][cH:25][cH:26][cH:27]5)[cH:20][cH:21]4)[c:13]2=[O:14])[n:33][cH:34][n:35]3)[CH2:6][CH2:7]1)[CH:38]([C:39](=[O:40])[O:41][CH2:42][CH3:43])[CH2:44][CH:45]=[CH2:46]. The reactants are C(#N)[BH3-].[Li+] (lithium cyanoborohydride), CC(=O)C (acetone), Cl.NC1C(C2=CC=C(C(=C2CC1)[N+](=O)[O-])OCC1=CC=CC=C1)O (2-amino-6-benzyloxy-1-hydroxy-5-nitro-1,2,3,4-tetrahydronaphthalene hydrochloride), CO (methanol). Solvent: O (water). Yields the product Cl.C(C1=CC=CC=C1)OC=1C(=C2CCC(C(C2=CC1)O)NC(C)C)[N+](=O)[O-] (6-benzyloxy-2-isopropylamino-5-nitro-1-hydroxy-1,2,3,4-tetrahydronaphthalene hydrochloride), needles. Reaction SMILES: [ClH:1].[NH2:2][CH:3]1[CH2:12][CH2:11][C:10]2[C:5](=[CH:6][CH:7]=[C:8]([O:16][CH2:17][C:18]3[CH:23]=[CH:22][CH:21]=[CH:20][CH:19]=3)[C:9]=2[N+:13]([O-:15])=[O:14])[CH:4]1[OH:24].CO.C([BH3-])#N.[Li+].[CH3:31][C:32]([CH3:34])=O>O>[ClH:1].[CH2:17]([O:16][C:8]1[C:9]([N+:13]([O-:15])=[O:14])=[C:10]2[C:5](=[CH:6][CH:7]=1)[CH:4]([OH:24])[CH:3]([NH:2][CH:32]([CH3:34])[CH3:31])[CH2:12][CH2:11]2)[C:18]1[CH:23]=[CH:22][CH:21]=[CH:20][CH:19]=1 |f:0.1,3.4,7.8|. Reported procedure: To a solution of 5.0 g. of 2-amino-6-benzyloxy-1-hydroxy-5-nitro-1,2,3,4-tetrahydronaphthalene hydrochloride in 50 ml. of methanol are added 5.0 g. of lithium cyanoborohydride and 150 ml. of acetone, and the mixture is stirred at room temperature for 3 hours. The reaction mixture is added in water and the resulting crystals are recovered by filtration, rinsed with water, dried and dissolved in alcoholic hydrochloric acid. After treatment with activated carbon, ethyl ether is added, whereupon 4.7... Starting materials: CC(C)(C)OC(=O)CBr, CC#N, Cl, NC1Cc2ccccc2C1, [NH4+], [OH-], O. Yields the product Cl, CC(C)(C)OC(=O)CNC1Cc2ccccc2C1. As a reaction SMILES: [Br:15][CH2:16][C:17](=[O:18])[O:19][C:20]([CH3:21])([CH3:22])[CH3:23].[CH3:24][C:25]#[N:26].[ClH:1].[NH2:2][CH:3]1[CH2:4][c:5]2[cH:6][cH:7][cH:8][cH:9][c:10]2[CH2:11]1.[NH4+:13].[OH-:14].[OH2:12]>>[ClH:1].[NH:2]([CH:3]1[CH2:4][c:5]2[cH:6][cH:7][cH:8][cH:9][c:10]2[CH2:11]1)[CH2:16][C:17](=[O:18])[O:19][C:20]([CH3:21])([CH3:22])[CH3:23]. The reactants are CC=1N=C(SC1C(=O)O)CCC=1C(=NOC1C)C1=CC=CC=C1 (4-methyl-2-[2-(5-methyl-3-phenyl-isoxazol-4-yl)-ethyl]-thiazole-5-carboxylic acid), C(C)(C)N (isopropylamine), C[Al](C)C (trimethylaluminium), solution. Solvent: O1CCOCC1 (dioxane), O1CCOCC1 (dioxane), C1(=CC=CC=C1)C (toluene). Conditions: temperature 90 celsius, time 1 hour. Product: C(C)(C)NC(=O)C1=C(N=C(S1)CCC=1C(=NOC1C)C1=CC=CC=C1)C (4-Methyl-2-[2-(5-methyl-3-phenyl-isoxazol-4-yl)-ethyl]-thiazole-5-carboxylic acid iso-propylamide). Isolated yield 54.1%. As a reaction SMILES: [CH:1]([NH2:4])([CH3:3])[CH3:2].C[Al](C)C.[CH3:9][C:10]1[N:11]=[C:12]([CH2:18][CH2:19][C:20]2[C:21]([C:26]3[CH:31]=[CH:30][CH:29]=[CH:28][CH:27]=3)=[N:22][O:23][C:24]=2[CH3:25])[S:13][C:14]=1[C:15](O)=[O:16]>O1CCOCC1.C1(C)C=CC=CC=1>[CH:1]([NH:4][C:15]([C:14]1[S:13][C:12]([CH2:18][CH2:19][C:20]2[C:21]([C:26]3[CH:31]=[CH:30][CH:29]=[CH:28][CH:27]=3)=[N:22][O:23][C:24]=2[CH3:25])=[N:11][C:10]=1[CH3:9])=[O:16])([CH3:3])[CH3:2]. Reported procedure: To a stirred solution of isopropylamine (216 mg, 3.65 mmol) in dioxane (4 mL) under argon and at room temperature was added trimethylaluminium (1.83 mL of a 2M solution in toluene, 3.7 mmol). After 1 h, a solution of 4-methyl-2-[2-(5-methyl-3-phenyl-isoxazol-4-yl)-ethyl]-thiazole-5-carboxylic acid (300 mg, 0.91 mmol) in dioxane (4 mL) was added and the reaction mixture warmed to 90° C. After 4 h, the reaction mixture was cooled, quenched with ice water and extracted with dichloromethane. The com... Starting materials: CS(=O)(=O)Cl, CN1CC(O)CC2c3cccc4[nH]cc(c34)CC21, c1ccncc1. The product is CN1CC(Cl)CC2c3cccc4[nH]cc(c34)CC21. RXN SMILES: [CH3:19][S:20]([Cl:21])(=[O:22])=[O:23].[CH3:1][N:2]1[CH2:3][CH:4]([OH:18])[CH2:5][CH:6]2[c:7]3[cH:8][cH:9][cH:10][c:11]4[nH:12][cH:13][c:14]([c:17]34)[CH2:15][CH:16]12.[cH:24]1[cH:25][cH:26][n:27][cH:28][cH:29]1>>[CH3:1][N:2]1[CH2:3][CH:4]([Cl:21])[CH2:5][CH:6]2[c:7]3[cH:8][cH:9][cH:10][c:11]4[nH:12][cH:13][c:14]([c:17]34)[CH2:15][CH:16]12. The reactants are C(C)(C)[C@]1(C[C@@H](CC1)NC1CCOCC1)C(=O)N1CCC(=CC1)C1=CC=CC=C1 (N-{(1R,3S)-3-isopropyl-3-[(4-phenyl-3,6-dihydropyridin-1(2H)-yl)carbonyl]cyclopentyl}tetrahydro-2H-pyran-4-amine). Reagents/catalysts: [Pd] (palladium). Solvent: CO (methanol). Run at time 22 hour. Product: C(C)(C)[C@]1(C[C@@H](CC1)NC1CCOCC1)C(=O)N1CCC(CC1)C1=CC=CC=C1 (N-{(1R,3S)-3-isopropyl-3-[(4-phenylpiperidin-1-yl)carbonyl]cyclopentyl}tetrahydro-2H-pyran-4-amine). Isolated yield 91.2%. As a reaction SMILES: [CH:1]([C@:4]1([C:16]([N:18]2[CH2:23][CH:22]=[C:21]([C:24]3[CH:29]=[CH:28][CH:27]=[CH:26][CH:25]=3)[CH2:20][CH2:19]2)=[O:17])[CH2:8][CH2:7][C@@H:6]([NH:9][CH:10]2[CH2:15][CH2:14][O:13][CH2:12][CH2:11]2)[CH2:5]1)([CH3:3])[CH3:2]>CO.[Pd]>[CH:1]([C@:4]1([C:16]([N:18]2[CH2:19][CH2:20][CH:21]([C:24]3[CH:25]=[CH:26][CH:27]=[CH:28][CH:29]=3)[CH2:22][CH2:23]2)=[O:17])[CH2:8][CH2:7][C@@H:6]([NH:9][CH:10]2[CH2:15][CH2:14][O:13][CH2:12][CH2:11]2)[CH2:5]1)([CH3:3])[CH3:2]. Procedure: To a solution of N-{(1R,3S)-3-isopropyl-3-[(4-phenyl-3,6-dihydropyridin-1(2H)-yl)carbonyl]cyclopentyl}tetrahydro-2H-pyran-4-amine (22 mg, 0.055 mmol) in methanol (2.0 mL) under N2 was added palladium (10 mg) (10% dry weight on wet activated carbon). The reaction mixture was stirred at room temperature under H2 (1 atm) overnight (22 h) and filtered through celite. The celite was washed with methylene chloride and the filtrate was concentrated to give 20 mg of desired product after lyophilization....